From a dataset of the Open Reaction Database (ORD), a public repository of structured organic reaction records. describe an organic reaction: reactants, conditions, products, and yield Starting materials: BrC1=NC(=CC=C1)C(F)(F)F (2-bromo-6-(trifluoromethyl)pyridine), C(CC)=O (propionaldehyde), N1=C(C=CC=C1)C(CCC)O (1-(pyridin-2-yl)butan-1-ol). The product is FC(C1=CC=CC(=N1)C(CC)O)(F)F (1-(6-(Trifluoromethyl)pyridin-2-yl)propan-1-ol). RXN SMILES: Br[C:2]1[CH:7]=[CH:6][CH:5]=[C:4]([C:8]([F:11])([F:10])[F:9])[N:3]=1.[CH:12](=[O:15])[CH2:13][CH3:14].N1C=CC=CC=1C(O)CCC>>[F:9][C:8]([F:11])([F:10])[C:4]1[N:3]=[C:2]([CH:12]([OH:15])[CH2:13][CH3:14])[CH:7]=[CH:6][CH:5]=1. Reported procedure: The title compound was prepared from 2-bromo-6-(trifluoromethyl)pyridine (purchased from Oakwood Products Inc., West Columbia, S.C.) and propionaldehyde following the procedure as described above for the synthesis of 1-(pyridin-2-yl)butan-1-ol (Example 231, Step A). Mass Spectrum (ESI) m/z=206.1 (M+1). Starting materials: C1CCOC1, [Li+], CCOC(=O)CCC1CCN(C2CCN(C(=O)C(Cc3cc(Cl)c(N)c(C(F)(F)F)c3)OC(=O)N3CCC(N4CCc5ccccc5NC4=O)CC3)CC2)CC1, [OH-], O. The product is Nc1c(Cl)cc(CC(OC(=O)N2CCC(N3CCc4ccccc4NC3=O)CC2)C(=O)N2CCC(N3CCC(CCC(=O)O)CC3)CC2)cc1C(F)(F)F. Reaction SMILES: [CH2:60]1[O:61][CH2:62][CH2:63][CH2:64]1.[Li+:2].[O:3]=[C:4]1[NH:5][c:6]2[c:7]([cH:55][cH:56][cH:57][cH:58]2)[CH2:8][CH2:9][N:10]1[CH:11]1[CH2:12][CH2:13][N:14]([C:17](=[O:18])[O:19][CH:20]([C:21](=[O:22])[N:23]2[CH2:24][CH2:25][CH:26]([N:29]3[CH2:30][CH2:31][CH:32]([CH2:35][CH2:36][C:37](=[O:38])[O:39][CH2:40][CH3:41])[CH2:33][CH2:34]3)[CH2:27][CH2:28]2)[CH2:42][c:43]2[cH:44][c:45]([Cl:54])[c:46]([NH2:53])[c:47]([C:49]([F:50])([F:51])[F:52])[cH:48]2)[CH2:15][CH2:16]1.[OH-:1].[OH2:59]>>[O:3]=[C:4]1[NH:5][c:6]2[c:7]([cH:55][cH:56][cH:57][cH:58]2)[CH2:8][CH2:9][N:10]1[CH:11]1[CH2:12][CH2:13][N:14]([C:17](=[O:18])[O:19][CH:20]([C:21](=[O:22])[N:23]2[CH2:24][CH2:25][CH:26]([N:29]3[CH2:30][CH2:31][CH:32]([CH2:35][CH2:36][C:37](=[O:38])[OH:39])[CH2:33][CH2:34]3)[CH2:27][CH2:28]2)[CH2:42][c:43]2[cH:44][c:45]([Cl:54])[c:46]([NH2:53])[c:47]([C:49]([F:50])([F:51])[F:52])[cH:48]2)[CH2:15][CH2:16]1. Reactants: ClC1=C(C=CC=2C(=NOC21)C2=C(C=CC=C2)F)OCC(=O)O ({[7-chloro-3-(2-fluorophenyl)-1,2-benzisoxazol-6-yl]oxy}acetic acid), [N+](=O)(O)[O-] (nitric acid). Solvent: ice. Conditions: time 2 hour. Yields the product ClC1=C(C=CC=2C(=NOC21)C2=C(C=CC(=C2)[N+](=O)[O-])F)OCC(=O)O ({[7-Chloro-3-(2-fluoro-5-nitrophenyl)-1,2-benzisoxazol-6-yl]oxy}acetic acid). As a reaction SMILES: [Cl:1][C:2]1[C:10]2[O:9][N:8]=[C:7]([C:11]3[CH:16]=[CH:15][CH:14]=[CH:13][C:12]=3[F:17])[C:6]=2[CH:5]=[CH:4][C:3]=1[O:18][CH2:19][C:20]([OH:22])=[O:21].[N+:23]([O-])([OH:25])=[O:24]>>[Cl:1][C:2]1[C:10]2[O:9][N:8]=[C:7]([C:11]3[CH:16]=[C:15]([N+:23]([O-:25])=[O:24])[CH:14]=[CH:13][C:12]=3[F:17])[C:6]=2[CH:5]=[CH:4][C:3]=1[O:18][CH2:19][C:20]([OH:22])=[O:21]. Reported procedure: To a solution of 10.0 g of {[7-chloro-3-(2-fluorophenyl)-1,2-benzisoxazol-6-yl]oxy}acetic acid in 70 ml of ice-cold sulfuric acid, 2.5 ml of 16N nitric acid is added. The reaction mixture is stirred for 2 hr in the cold and then allowed to warm to room temperature over 1 hr. The reaction mixture is then poured onto ice and the solid is collected. The filter cake is washed with water until the washes are no longer acidic and then recrystallized from acetic acid to afford {[7-Chloro-3-(2-fluoro-5-... Reported procedure: Prepared by the method of Example 31 using (5-dimethylaminomethyl-2-furanyl)methanol (0.3 g) and 2,3-dichloro-N-(3,5-dichloro-2-pyrazinyl)benzenesulphonamide (Example 74) (0.4 g). Purified by silica gel chromatography eluting with methanol/dichloromethane mixtures. Yield 0.30 g. Product: ClC1=C(C=CC=C1Cl)S(=O)(=O)NC1=NC=C(N=C1OCC=1OC(=CC1)CN(C)C)Cl (2,3-Dichloro-N-[5-chloro-3-(5-dimethylaninomethyl-2-furanylmethoxy)-2-pyrazinyl]benzenesulphonamide). The reactants are CN(C)CC1=CC=C(O1)CO ((5-dimethylaminomethyl-2-furanyl)methanol), ClC1=C(C=CC=C1Cl)S(=O)(=O)NC1=NC=C(N=C1Cl)Cl (2,3-dichloro-N-(3,5-dichloro-2-pyrazinyl)benzenesulphonamide). RXN SMILES: [CH3:1][N:2]([CH2:4][C:5]1[O:9][C:8]([CH2:10][OH:11])=[CH:7][CH:6]=1)[CH3:3].[Cl:12][C:13]1[C:18]([Cl:19])=[CH:17][CH:16]=[CH:15][C:14]=1[S:20]([NH:23][C:24]1[C:29](Cl)=[N:28][C:27]([Cl:31])=[CH:26][N:25]=1)(=[O:22])=[O:21]>>[Cl:12][C:13]1[C:18]([Cl:19])=[CH:17][CH:16]=[CH:15][C:14]=1[S:20]([NH:23][C:24]1[C:29]([O:11][CH2:10][C:8]2[O:9][C:5]([CH2:4][N:2]([CH3:1])[CH3:3])=[CH:6][CH:7]=2)=[N:28][C:27]([Cl:31])=[CH:26][N:25]=1)(=[O:22])=[O:21]. The reactants are C(C)(=O)OCC(=O)NC1=C(C#N)C(=CC=C1)NC(COC(C)=O)=O (2,6-bis(acetoxyacetylamino)benzonitrile), N (ammonia). Solvent: CO (methanol). Conditions: time 1 hour. Yields the product OCC(=O)NC1=C(C#N)C(=CC=C1)NC(CO)=O (2,6-bis(hydroxyacetylamino)benzonitrile). Yield: 75.8%. Reaction SMILES: C([O:4][CH2:5][C:6]([NH:8][C:9]1[CH:16]=[CH:15][CH:14]=[C:13]([NH:17][C:18](=[O:24])[CH2:19][O:20]C(=O)C)[C:10]=1[C:11]#[N:12])=[O:7])(=O)C.N>CO>[OH:4][CH2:5][C:6]([NH:8][C:9]1[CH:16]=[CH:15][CH:14]=[C:13]([NH:17][C:18](=[O:24])[CH2:19][OH:20])[C:10]=1[C:11]#[N:12])=[O:7]. Procedure details: To a solution of 2,6-bis(acetoxyacetylamino)benzonitrile (6.7 g) in methanol (700 ml) is added dropwise 28% aqueous ammonia (10 ml). The mixture is stirred at room temperature for 1 hour, and thereafter, the solvent is distilled off under reduced pressure. The resulting crude crystals are recrystallized from ethanol to give the title compound (3.8 g) having the following physical properties. Reactants: [BH3-]C#N, CC(=O)O, CC(C)(C)OC(=O)NCc1cccc(NCc2ccccc2)c1, CC#N, [Na+]. The product is CN(Cc1ccccc1)c1cccc(CNC(=O)OC(C)(C)C)c1. As a reaction SMILES: [C:24]([BH3-:25])#[N:26].[C:28]([OH:29])(=[O:30])[CH3:31].[CH2:1]([c:2]1[cH:3][cH:4][cH:5][cH:6][cH:7]1)[NH:8][c:9]1[cH:10][c:11]([CH2:12][NH:13][C:14]([O:15][C:16]([CH3:17])([CH3:18])[CH3:19])=[O:20])[cH:21][cH:22][cH:23]1.[CH3:32][C:33]#[N:34].[Na+:27]>>[CH2:1]([c:2]1[cH:3][cH:4][cH:5][cH:6][cH:7]1)[N:8]([c:9]1[cH:10][c:11]([CH2:12][NH:13][C:14]([O:15][C:16]([CH3:17])([CH3:18])[CH3:19])=[O:20])[cH:21][cH:22][cH:23]1)[CH3:24].